This data is from the Open Reaction Database (ORD), a public repository of structured organic reaction records. The task is: describe an organic reaction: reactants, conditions, products, and yield The reactants are COC=1C=C(C(=O)N2CC(CC2)(C2=CC=CC=C2)CCN2CCC(CC2)C(=O)C2=NC3=C(N2)C=CC=C3)C=C(C1OC)OC (1-(3,4,5-trimethoxy-benzoyl)-3-[2-[4-[1H-benzoimidazole-2-carbonyl]-piperidin-1-yl]-ethyl]-3-phenyl-pyrrolidine), FC(C=1C=C(CCl)C=CC1)(F)F (3-trifluormethylbenzyl chloride). The product is COC=1C=C(C(=O)N2CC(CC2)(C2=CC=CC=C2)CCN2CCC(CC2)C(=O)C2=NC3=C(N2CC2=CC(=CC=C2)C(F)(F)F)C=CC=C3)C=C(C1OC)OC (1-(3,4,5-Trimethoxy-benzoyl)-3-[2-[4-[1-(3-trifluoromethyl-benzyl)-1 H-benzoimidazole-2-carbonyl]-piperidin-1-yl]-ethyl]-3-phenyl-pyrrolidine). As a reaction SMILES: [CH3:1][O:2][C:3]1[CH:4]=[C:5]([CH:38]=[C:39]([O:43][CH3:44])[C:40]=1[O:41][CH3:42])[C:6]([N:8]1[CH2:12][CH2:11][C:10]([CH2:19][CH2:20][N:21]2[CH2:26][CH2:25][CH:24]([C:27]([C:29]3[NH:33][C:32]4[CH:34]=[CH:35][CH:36]=[CH:37][C:31]=4[N:30]=3)=[O:28])[CH2:23][CH2:22]2)([C:13]2[CH:18]=[CH:17][CH:16]=[CH:15][CH:14]=2)[CH2:9]1)=[O:7].[F:45][C:46]([F:56])([F:55])[C:47]1[CH:48]=[C:49]([CH:52]=[CH:53][CH:54]=1)[CH2:50]Cl>>[CH3:1][O:2][C:3]1[CH:4]=[C:5]([CH:38]=[C:39]([O:43][CH3:44])[C:40]=1[O:41][CH3:42])[C:6]([N:8]1[CH2:12][CH2:11][C:10]([CH2:19][CH2:20][N:21]2[CH2:26][CH2:25][CH:24]([C:27]([C:29]3[N:30]([CH2:50][C:49]4[CH:52]=[CH:53][CH:54]=[C:47]([C:46]([F:45])([F:55])[F:56])[CH:48]=4)[C:31]4[CH:37]=[CH:36][CH:35]=[CH:34][C:32]=4[N:33]=3)=[O:28])[CH2:23][CH2:22]2)([C:13]2[CH:14]=[CH:15][CH:16]=[CH:17][CH:18]=2)[CH2:9]1)=[O:7]. Procedure details: Prepare by the method of Example 38.1 using 1-(3,4,5-trimethoxy-benzoyl)-3-[2-[4-[1H-benzoimidazole-2-carbonyl]-piperidin-1-yl]-ethyl]-3-phenyl-pyrrolidine and 3-trifluormethylbenzyl chloride to give the title compound.